Dataset: the Open Reaction Database (ORD), a public repository of structured organic reaction records. Task: describe an organic reaction: reactants, conditions, products, and yield Reactants: C(CC)N1N=C(N=N1)C1=CN=C2N(C1=O)C=CC=C2C (3-(2-propyl-2H-tetrazol-5-yl)-9-methyl-4-oxo-4H-pyrido[1,2-a]pyrimidine), Cl (hydrochloric acid). Run in C(C)O (ethanol). Yields the product Cl.C(CC)N1N=C(N=N1)C1=CN=C2N(C1=O)C=CC=C2C (3-(2-propyl-2H-tetrazol-5-yl)-9-methyl-4-oxo-4H-pyrido[1,2-a]pyrimidine hydrochloride salt). Yield: 89.3%. As a reaction SMILES: [CH2:1]([N:4]1[N:8]=[N:7][C:6]([C:9]2[C:14](=[O:15])[N:13]3[CH:16]=[CH:17][CH:18]=[C:19]([CH3:20])[C:12]3=[N:11][CH:10]=2)=[N:5]1)[CH2:2][CH3:3].[ClH:21]>C(O)C>[ClH:21].[CH2:1]([N:4]1[N:8]=[N:7][C:6]([C:9]2[C:14](=[O:15])[N:13]3[CH:16]=[CH:17][CH:18]=[C:19]([CH3:20])[C:12]3=[N:11][CH:10]=2)=[N:5]1)[CH2:2][CH3:3] |f:3.4|. Procedure: 1.5 g (0.0055 moles) of 3-(2-propyl-2H-tetrazol-5-yl)-9-methyl-4-oxo-4H-pyrido[1,2-a]pyrimidine was dissolved in 20 ml of abs. ethanol under heating and stirring. To the solution 10 ml of 10% aqueous hydrochloric acid solution was added dropwise. After a few minutes of stirring the mixture was filtered and the filtrate was cooled down. The precipitating crystals were collected, 1.50 g (89.29%) of the title compound were obtained in the form of white crystals, m.p.: 198°-199° C.